This data is from the Open Reaction Database (ORD), a public repository of structured organic reaction records. The task is: describe an organic reaction: reactants, conditions, products, and yield Reactants: COC1=C(C=NC(=C1)N1CCN(CC1)C)N (4-methoxy-6-(4-methylpiperazin-1-yl)pyridin-3-amine), CS(=O)C=1N=CC2=C(N1)N(C(C=C2)=O)C=2C=C(C=CC2)NC(OC(C)(C)C)=O (tert-butyl (3-(2-(methylsulfinyl)-7-oxopyrido[2,3-d]pyrimidin-8(7H)-yl)phenyl)carbamate), CCN(C(C)C)C(C)C (DIEA). Run in C(C)(C)(C)O (tert-butanol). Run at temperature 85 celsius. The product is tert-butyl (3-(24(4-methoxy-6-(4-methylpiperazin-1-yl)pyridin-3-yl)amino)-7-oxopyrido[2,3-d]pyrimidin-8(7H)-yl)phenyl, COC1=C(C=NC(=C1)N1CCN(CC1)C)NC=1N=CC2=C(N1)N(C(C=C2)=O)C=2C=C(C=CC2)NC(OC(C)(C)C)=O (tert-butyl (3-(2-((4-methoxy-6-(4-methylpiperazin-1-yl)pyridin-3-yl)amino)-7-oxopyrido[2,3-d]pyrimidin-8(7H)-yl)phenyl)carbamate). Isolated yield 76.9%. Reaction SMILES: [CH3:1][O:2][C:3]1[CH:8]=[C:7]([N:9]2[CH2:14][CH2:13][N:12]([CH3:15])[CH2:11][CH2:10]2)[N:6]=[CH:5][C:4]=1[NH2:16].CS([C:20]1[N:21]=[CH:22][C:23]2[CH:29]=[CH:28][C:27](=[O:30])[N:26]([C:31]3[CH:32]=[C:33]([NH:37][C:38](=[O:44])[O:39][C:40]([CH3:43])([CH3:42])[CH3:41])[CH:34]=[CH:35][CH:36]=3)[C:24]=2[N:25]=1)=O.CCN(C(C)C)C(C)C>C(O)(C)(C)C>[CH3:1][O:2][C:3]1[CH:8]=[C:7]([N:9]2[CH2:14][CH2:13][N:12]([CH3:15])[CH2:11][CH2:10]2)[N:6]=[CH:5][C:4]=1[NH:16][C:20]1[N:21]=[CH:22][C:23]2[CH:29]=[CH:28][C:27](=[O:30])[N:26]([C:31]3[CH:32]=[C:33]([NH:37][C:38](=[O:44])[O:39][C:40]([CH3:42])([CH3:41])[CH3:43])[CH:34]=[CH:35][CH:36]=3)[C:24]=2[N:25]=1. Procedure details: 4-Methoxy-6-(4-methylpiperazin-1-yl)pyridin-3-amine (8a; 1.22 g, 5.49 mmol), tert-butyl (3-(2-(methylsulfinyl)-7-oxopyrido[2,3-d]pyrimidin-8(7H)-yl)phenyl)carbamate (52; 1.40 g, 3.50 mmol) were treated with tert-butanol (20 mL) and DIEA (1.53 mL, 8.74 mmol) and heated to 85° C. overnight (20 h) in a 250 mL round-bottomed flask with a reflux condenser. The reaction mixture was concentrated on the rotovap and the crude solid was suspended in Et2O and filtered affording the crude tert-butyl (3-(24(...